Dataset: the Open Reaction Database (ORD), a public repository of structured organic reaction records. Task: describe an organic reaction: reactants, conditions, products, and yield The reactants are CC(=O)Nc1ccccc1, COc1cccc(I)c1. The product is COc1cccc(N(C(C)=O)c2ccccc2)c1. Reaction SMILES: [C:1]([CH3:2])(=[O:3])[NH:4][c:5]1[cH:6][cH:7][cH:8][cH:9][cH:10]1.[I:11][c:12]1[cH:13][c:14]([O:18][CH3:19])[cH:15][cH:16][cH:17]1>>[C:1]([CH3:2])(=[O:3])[N:4]([c:5]1[cH:6][cH:7][cH:8][cH:9][cH:10]1)[c:12]1[cH:13][c:14]([O:18][CH3:19])[cH:15][cH:16][cH:17]1. Starting materials: Cn1nc(C(F)(F)F)c(C=O)c1F, CC(C)=O, O=[Cr](=O)([O-])O[Cr](=O)(=O)[O-], [K+], [K+], O, O, O, O=S(=O)(O)O. Yields the product Cn1nc(C(F)(F)F)c(C(=O)O)c1F. Reaction SMILES: [CH3:1][n:2]1[n:3][c:4]([C:10]([F:11])([F:12])[F:13])[c:5]([CH:8]=[O:9])[c:6]1[F:7].[CH3:27][C:28](=[O:29])[CH3:30].[Cr:16](=[O:17])([O:18][Cr:19]([O-:20])(=[O:21])=[O:22])([O-:23])=[O:24].[K+:25].[K+:26].[OH2:14].[OH2:15].[OH2:31].[S:32](=[O:33])(=[O:34])([OH:35])[OH:36]>>[CH3:1][n:2]1[n:3][c:4]([C:10]([F:11])([F:12])[F:13])[c:5]([C:8](=[O:9])[OH:17])[c:6]1[F:7]. The reactants are COC1=CC=C(CN2N=C(C=3C2=NC=CC3OC3=C(C=C(C=C3)NC(=O)C=3C(N(N=CC3)C3=CC=C(C=C3)F)=O)F)C=3C=NN(C3)C)C=C1 (N-(4-(1-(4-methoxybenzyl)-3-(1-methyl-1H-pyrazol-4-yl)-1H-pyrazolo[3,4-b]pyridin-4-yloxy)-3-fluorophenyl)-2-(4-fluorophenyl)-3-oxo-2,3-dihydropyridazine-4-carboxamide), C(=O)(C(F)(F)F)O (CF3COOH). Reaction conditions: temperature 60 celsius. Yields the product FC=1C=C(C=CC1OC1=C2C(=NC=C1)NN=C2C=2C=NN(C2)C)NC(=O)C=2C(N(N=CC2)C2=CC=C(C=C2)F)=O (N-(3-fluoro-4-(3-(1-methyl-1H-pyrazol-4-yl)-1H-pyrazolo[3,4-b]pyridin-4-yloxy)phenyl)-2-(4-fluorophenyl)-3-oxo-2,3-dihydropyridazine-4-carboxamide). Yield: 58.1%. As a reaction SMILES: COC1C=CC(C[N:8]2[C:12]3=[N:13][CH:14]=[CH:15][C:16]([O:17][C:18]4[CH:23]=[CH:22][C:21]([NH:24][C:25]([C:27]5[C:28](=[O:40])[N:29]([C:33]6[CH:38]=[CH:37][C:36]([F:39])=[CH:35][CH:34]=6)[N:30]=[CH:31][CH:32]=5)=[O:26])=[CH:20][C:19]=4[F:41])=[C:11]3[C:10]([C:42]3[CH:43]=[N:44][N:45]([CH3:47])[CH:46]=3)=[N:9]2)=CC=1.C(O)(C(F)(F)F)=O>>[F:41][C:19]1[CH:20]=[C:21]([NH:24][C:25]([C:27]2[C:28](=[O:40])[N:29]([C:33]3[CH:34]=[CH:35][C:36]([F:39])=[CH:37][CH:38]=3)[N:30]=[CH:31][CH:32]=2)=[O:26])[CH:22]=[CH:23][C:18]=1[O:17][C:16]1[CH:15]=[CH:14][N:13]=[C:12]2[NH:8][N:9]=[C:10]([C:42]3[CH:43]=[N:44][N:45]([CH3:47])[CH:46]=3)[C:11]=12. Reported procedure: A 50 mL round-bottomed flask was charged N-(4-(1-(4-methoxybenzyl)-3-(1-methyl-1H-pyrazol-4-yl)-1H-pyrazolo[3,4-b]pyridin-4-yloxy)-3-fluorophenyl)-2-(4-fluorophenyl)-3-oxo-2,3-dihydropyridazine-4-carboxamide (23.8 mg, 0.0360 mmol) and CF3COOH (5 mL). The reaction mixture was stirred at 60° C. until LC-MS showed that the starting material had been consumed (overnight). The solvent was removed under reduced pressure and the residue was purified by silica gel chromatography (DCM/7 M NH3 in MeOH fro... The reactants are C(C1=CC=CC=C1)N1CC(=C(N(S1(=O)=O)C)C(=O)OC)O (methyl 6-benzyl-5,6-dihydro-4-hydroxy-2-methyl-1,1-dioxo-2H-1,2,6-thia-diazine-3-carboxylate), NC1=CC=CC=C1 (aniline). The product is C(C1=CC=CC=C1)N1CC(=C(N(S1(=O)=O)C)C(=O)NC1=CC=CC=C1)O (6-Benzyl-5,6-dihydro-4-hydroxy-2-methyl-1,1-dioxo-N-phenyl-2H-1,2,6-thiadiazine-3-carboxamide). Isolated yield 54.0%. Reaction SMILES: [CH2:1]([N:8]1[S:13](=[O:15])(=[O:14])[N:12]([CH3:16])[C:11]([C:17]([O:19]C)=O)=[C:10]([OH:21])[CH2:9]1)[C:2]1[CH:7]=[CH:6][CH:5]=[CH:4][CH:3]=1.[NH2:22][C:23]1[CH:28]=[CH:27][CH:26]=[CH:25][CH:24]=1>>[CH2:1]([N:8]1[S:13](=[O:14])(=[O:15])[N:12]([CH3:16])[C:11]([C:17]([NH:22][C:23]2[CH:28]=[CH:27][CH:26]=[CH:25][CH:24]=2)=[O:19])=[C:10]([OH:21])[CH2:9]1)[C:2]1[CH:3]=[CH:4][CH:5]=[CH:6][CH:7]=1. Procedure: The synthesis is effected analogously to Example 1 using in each case 1 equivalent of methyl 6-benzyl-5,6-dihydro-4-hydroxy-2-methyl-1,1-dioxo-2H-1,2,6-thia-diazine-3-carboxylate and aniline. Recrystallisation from a diisopropyl ether/acetone mixture gives the title compound in a yield of 54%. The reactants are COC(=O)c1cccc(C(C)=O)c1, C1CCOC1, COC(=O)c1cccc(-c2cc(C(=O)NCC(=O)N3CCC(Oc4cccc(C(F)(F)F)c4)CC3)[nH]n2)c1, CO, [Li+], [OH-], O, O, c1cn[nH]c1. Yields the product O=C(O)c1cccc(-c2cc(C(=O)NCC(=O)N3CCC(Oc4cccc(C(F)(F)F)c4)CC3)n[nH]2)c1. As a reaction SMILES: [C:42]([c:43]1[cH:44][c:45]([C:49]([O:50][CH3:51])=[O:52])[cH:46][cH:47][cH:48]1)(=[O:53])[CH3:54].[CH2:60]1[O:61][CH2:62][CH2:63][CH2:64]1.[CH3:4][O:5][C:6]([c:7]1[cH:8][c:9](-[c:13]2[n:14][nH:15][c:16]([C:18]([NH:19][CH2:20][C:21]([N:22]3[CH2:23][CH2:24][CH:25]([O:28][c:29]4[cH:30][c:31]([C:35]([F:36])([F:37])[F:38])[cH:32][cH:33][cH:34]4)[CH2:26][CH2:27]3)=[O:39])=[O:40])[cH:17]2)[cH:10][cH:11][cH:12]1)=[O:41].[CH3:65][OH:66].[Li+:2].[OH-:1].[OH2:3].[OH2:67].[nH:55]1[cH:56][cH:57][cH:58][n:59]1>>[O:5]=[C:6]([c:7]1[cH:8][c:9](-[c:13]2[nH:14][n:15][c:16]([C:18]([NH:19][CH2:20][C:21]([N:22]3[CH2:23][CH2:24][CH:25]([O:28][c:29]4[cH:30][c:31]([C:35]([F:36])([F:37])[F:38])[cH:32][cH:33][cH:34]4)[CH2:26][CH2:27]3)=[O:39])=[O:40])[cH:17]2)[cH:10][cH:11][cH:12]1)[OH:41]. The reactants are C(C)(C)(C)OC(=O)N(C(=O)OC(C)(C)C)CC1=CC=C(C=C1)C#N (N,N-bis(tert-butoxycarbonyl)-4-cyanobenzylamine), FC(C(=O)O)(F)F (trifluoroacetic acid). The solvent is C(Cl)Cl (CH2Cl2). Reaction conditions: time 3 hour. The product is NCC1=CC=C(C#N)C=C1 (4-(aminomethyl)benzonitrile). RXN SMILES: C(OC([N:8]([CH2:16][C:17]1[CH:22]=[CH:21][C:20]([C:23]#[N:24])=[CH:19][CH:18]=1)C(OC(C)(C)C)=O)=O)(C)(C)C.FC(F)(F)C(O)=O>C(Cl)Cl>[NH2:24][CH2:23][C:20]1[CH:21]=[CH:22][C:17]([C:16]#[N:8])=[CH:18][CH:19]=1. Procedure: A solution of N,N-bis(tert-butoxycarbonyl)-4-cyanobenzylamine (0.75 g, 2.25 mmol, prepared according to the literature described in Synthetic Communications 4419:28 (1998), in CH2Cl2 (15 mL) was treated with trifluoroacetic acid (8 mL). After stirring at room temperature for 3 hours, the mixuture was concentrated under reduced pressure and the residue was azeotroped with diethyl ether. Starting materials: C([O-])([O-])=O.[K+].[K+] (potassium carbonate), IC (iodomethane), BrC1=C(C(=CC(=C1)C)[N+](=O)[O-])O (2-bromo-4-methyl-6-nitro-phenol). The solvent is CC(=O)C (acetone). The product is BrC1=C(C(=CC(=C1)C)[N+](=O)[O-])OC (1-bromo-2-methoxy-5-methyl-3-nitro-benzene). The yield is 97.9%. As a reaction SMILES: [Br:1][C:2]1[CH:7]=[C:6]([CH3:8])[CH:5]=[C:4]([N+:9]([O-:11])=[O:10])[C:3]=1[OH:12].[C:13](=O)([O-])[O-].[K+].[K+].IC>CC(C)=O>[Br:1][C:2]1[CH:7]=[C:6]([CH3:8])[CH:5]=[C:4]([N+:9]([O-:11])=[O:10])[C:3]=1[O:12][CH3:13] |f:1.2.3|. Reported procedure: 2-Bromo-4-methyl-6-nitro-phenol 11b (22.24 g, 95.9 mmol) was dissolved in 150 mL of acetone, followed by addition of potassium carbonate (15.9 g, 115 mmol) and iodomethane (13.7 mL, 220.6 mmol). The reaction mixture was heated to reflux overnight. The reaction was monitored by TLC until the disappearance of the starting materials. The mixture was filtered and the filtrate was concentrated under reduced pressure. The residue was diluted with 100 mL of ethyl acetate and filtered. The mixture was c... Reactants: O=[N+]([O-])c1cnc(Cl)nc1Cl, O=C(O)C(Cc1ccccc1)N[N+](=O)[O-], [Pd]. The product is NNC(Cc1ccccc1)C(=O)O. Reaction SMILES: [Cl:1][c:2]1[n:3][c:4]([Cl:5])[c:6]([N+:7]([O-:8])=[O:9])[cH:10][n:11]1.[N+:12]([O-:13])(=[O:14])[NH:15][CH:16]([CH2:17][c:18]1[cH:19][cH:20][cH:21][cH:22][cH:23]1)[C:24](=[O:25])[OH:26].[Pd:27]>>[NH2:12][NH:15][CH:16]([CH2:17][c:18]1[cH:19][cH:20][cH:21][cH:22][cH:23]1)[C:24](=[O:25])[OH:26]. The reactants are N[C@@H]1CC[C@H](CC1)NC(=O)C1=CNC2=C1N=CN=C2C2=C(C=CC(=C2)C)OCC2CC2 (trans-4-(2-cyclopropylmethoxy-5-methyl-phenyl)-5H-pyrrolo[3,2-d]pyrimidine-7-carboxylic acid (4-amino-cyclohexyl)-amide), ClC(=O)C1(CC1)OC(C)=O (acetic acid 1-chlorocarbonyl-cyclopropyl ester). The product is OC1(CC1)C(=O)N[C@@H]1CC[C@H](CC1)NC(=O)C1=CNC2=C1N=CN=C2C2=C(C=CC(=C2)C)OCC2CC2 (trans-4-(2-Cyclopropylmethoxy-5-methyl-phenyl)-5H-pyrrolo[3,2-d]pyrimidine-7-carboxylic acid {4-[(1-hydroxy-cyclopropanecarbonyl)-amino]-cyclohexyl}-amide). Reaction SMILES: [NH2:1][C@H:2]1[CH2:7][CH2:6][C@H:5]([NH:8][C:9]([C:11]2[C:15]3[N:16]=[CH:17][N:18]=[C:19]([C:20]4[CH:25]=[C:24]([CH3:26])[CH:23]=[CH:22][C:21]=4[O:27][CH2:28][CH:29]4[CH2:31][CH2:30]4)[C:14]=3[NH:13][CH:12]=2)=[O:10])[CH2:4][CH2:3]1.Cl[C:33]([C:35]1([O:38]C(=O)C)[CH2:37][CH2:36]1)=[O:34]>>[OH:38][C:35]1([C:33]([NH:1][C@H:2]2[CH2:7][CH2:6][C@H:5]([NH:8][C:9]([C:11]3[C:15]4[N:16]=[CH:17][N:18]=[C:19]([C:20]5[CH:25]=[C:24]([CH3:26])[CH:23]=[CH:22][C:21]=5[O:27][CH2:28][CH:29]5[CH2:30][CH2:31]5)[C:14]=4[NH:13][CH:12]=3)=[O:10])[CH2:4][CH2:3]2)=[O:34])[CH2:37][CH2:36]1. Procedure details: Starting from trans-4-(2-cyclopropylmethoxy-5-methyl-phenyl)-5H-pyrrolo[3,2-d]pyrimidine-7-carboxylic acid (4-amino-cyclohexyl)-amide (example A170) and acetic acid 1-chlorocarbonyl-cyclopropyl ester the title compound is obtained as colorless solid. The product is CC1=CC=CC(=N1)CN1CCCC1 (6-methyl-2-(pyrrolidin-1-yl)methyl pyridine). Procedure: By reaction of 6-methyl-2-pyridyl methanol [prepared as described in Helv. Chim. Acta, 2429 (1957)], g 7.1 (0.058 moles), with methanesulfonyl chloride and then with pyrrolidine as in Description 1, g 7.5 of yellow oil (b.p. 62°-65° C. 80 mmHg) were obtained. Starting materials: CC1=CC=CC(=N1)CO (6-methyl-2-pyridyl methanol), N1CCCC1 (pyrrolidine), 7.1, CS(=O)(=O)Cl (methanesulfonyl chloride). RXN SMILES: [CH3:1][C:2]1[N:7]=[C:6]([CH2:8]O)[CH:5]=[CH:4][CH:3]=1.CS(Cl)(=O)=O.[NH:15]1[CH2:19][CH2:18][CH2:17][CH2:16]1>>[CH3:1][C:2]1[N:7]=[C:6]([CH2:8][N:15]2[CH2:19][CH2:18][CH2:17][CH2:16]2)[CH:5]=[CH:4][CH:3]=1.